This data is from the Open Reaction Database (ORD), a public repository of structured organic reaction records. The task is: describe an organic reaction: reactants, conditions, products, and yield Starting materials: [Al+3], CCOc1ccccc1OCC(=O)NC(C)Cc1ccc(OC)c(S(N)(=O)=O)c1, [H-], [H-], [H-], [H-], [Li+], [Na+], C1CCOC1, [OH-], O. Product: CCOc1ccccc1OCCNC(C)Cc1ccc(OC)c(S(N)(=O)=O)c1. RXN SMILES: [Al+3:36].[CH2:6]([CH3:7])[O:8][c:9]1[c:10]([O:11][CH2:12][C:13](=[O:14])[NH:15][CH:16]([CH2:17][c:18]2[cH:19][c:20]([S:26]([NH2:27])(=[O:28])=[O:29])[c:21]([O:24][CH3:25])[cH:22][cH:23]2)[CH3:30])[cH:31][cH:32][cH:33][cH:34]1.[H-:35].[H-:38].[H-:39].[H-:40].[Li+:37].[Na+:42].[O:1]1[CH2:2][CH2:3][CH2:4][CH2:5]1.[OH-:41].[OH2:43]>>[CH2:6]([CH3:7])[O:8][c:9]1[c:10]([O:11][CH2:12][CH2:13][NH:15][CH:16]([CH2:17][c:18]2[cH:19][c:20]([S:26]([NH2:27])(=[O:28])=[O:29])[c:21]([O:24][CH3:25])[cH:22][cH:23]2)[CH3:30])[cH:31][cH:32][cH:33][cH:34]1. Reactants: C1CCOC1, COC(=O)c1ccc(-c2ccc(OC)nc2)cc1C, CO, Cl, [Na+], [OH-]. The product is COc1ccc(-c2ccc(C(=O)O)c(C)c2)cn1. Reaction SMILES: [CH2:23]1[O:24][CH2:25][CH2:26][CH2:27]1.[CH3:1][c:2]1[c:3]([C:4](=[O:5])[O:6][CH3:7])[cH:8][cH:9][c:10](-[c:12]2[cH:13][cH:14][c:15]([O:18][CH3:19])[n:16][cH:17]2)[cH:11]1.[CH3:28][OH:29].[ClH:22].[Na+:21].[OH-:20]>>[CH3:1][c:2]1[c:3]([C:4](=[O:5])[OH:6])[cH:8][cH:9][c:10](-[c:12]2[cH:13][cH:14][c:15]([O:18][CH3:19])[n:16][cH:17]2)[cH:11]1. The reactants are ClC1=CC=C(C=2NC3=CC=C(C=C3C(C12)=O)OCC1=CC=CC=C1)[N+](=O)[O-] (1-chloro-4-nitro-7-(phenylmethoxy)-9(10H)-acridinone), CS(=O)(=O)O (methanesulfonic acid). Run in C(C)(=O)O (acetic acid). Conditions: time 7 hour. The product is ClC1=CC=C(C=2NC3=CC=C(C=C3C(C12)=O)O)[N+](=O)[O-] (1-Chloro-7-hydroxy-4-nitro-9(10H)-acridinone). Reaction SMILES: [Cl:1][C:2]1[C:15]2[C:14](=[O:16])[C:13]3[C:8](=[CH:9][CH:10]=[C:11]([O:17]CC4C=CC=CC=4)[CH:12]=3)[NH:7][C:6]=2[C:5]([N+:25]([O-:27])=[O:26])=[CH:4][CH:3]=1.CS(O)(=O)=O>C(O)(=O)C>[Cl:1][C:2]1[C:15]2[C:14](=[O:16])[C:13]3[C:8](=[CH:9][CH:10]=[C:11]([OH:17])[CH:12]=3)[NH:7][C:6]=2[C:5]([N+:25]([O-:27])=[O:26])=[CH:4][CH:3]=1. Reported procedure: To a stirred and boiling mixture of 26.7 g of 1-chloro-4-nitro-7-(phenylmethoxy)-9(10H)-acridinone in 1.9 l of glacial acetic acid was added 13.0 ml of methanesulfonic acid. Heating and stirring were continued for seven hours and the mixture was filtered. The precipitate was suspended in 250 ml of boiling glacial acetic acid, cooled to 60°, collected, washed with water and then methanol, and dried providing the title compound, mp above 325° C.